This data is from the Open Reaction Database (ORD), a public repository of structured organic reaction records. The task is: describe an organic reaction: reactants, conditions, products, and yield Reactants: FC1=C(C(=O)Cl)C=CC=C1 (2-fluorobenzoyl chloride), Cl.ClC1=C(C=CC=C1)NN (2-chlorophenylhydrazine hydrochloride), O (water). Solvent: N1=CC=CC=C1 (pyridine). Run at time 16 hour. Product: ClC1=C(C=CC=C1)NNC(C1=C(C=CC=C1)F)=O (2-fluorobenzoic acid, 2-(2-chlorophenyl)hydrazide). Isolated yield 49.7%. Reaction SMILES: Cl.[Cl:2][C:3]1[CH:8]=[CH:7][CH:6]=[CH:5][C:4]=1[NH:9][NH2:10].[F:11][C:12]1[CH:20]=[CH:19][CH:18]=[CH:17][C:13]=1[C:14](Cl)=[O:15].O>N1C=CC=CC=1>[Cl:2][C:3]1[CH:8]=[CH:7][CH:6]=[CH:5][C:4]=1[NH:9][NH:10][C:14](=[O:15])[C:13]1[CH:17]=[CH:18][CH:19]=[CH:20][C:12]=1[F:11] |f:0.1|. Procedure: To a stirred solution, under nitrogen, of 89.5 g of 2-chlorophenylhydrazine hydrochloride in 600 ml of pyridine, cooled in an ice bath, was added, dropwise, 87.2 g of 2-fluorobenzoyl chloride, such that the reaction temperature did not exceed 15° C. The reaction mixture was stirred at ambient temperature for 16 hours and then poured into water. Crystallization of the resultant oil was induced by scratching. Recrystallization from toluene yielded 65.7 g (60%) of 2-fluorobenzoic acid, 2-(2-chlorop... The reactants are BrB(Br)Br, Clc1ccc(-c2coc(COCc3ccccc3)n2)cc1, ClCCl, [Na+], O=C([O-])O. Product: Clc1ccc(-c2coc(CBr)n2)cc1. As a reaction SMILES: [B:22]([Br:23])([Br:24])[Br:25].[CH2:1]([O:2][CH2:9][c:10]1[o:11][cH:12][c:13](-[c:15]2[cH:16][cH:17][c:18]([Cl:21])[cH:19][cH:20]2)[n:14]1)[c:3]1[cH:4][cH:5][cH:6][cH:7][cH:8]1.[Cl:31][CH2:32][Cl:33].[Na+:30].[O-:26][C:27]([OH:28])=[O:29]>>[CH2:9]([c:10]1[o:11][cH:12][c:13](-[c:15]2[cH:16][cH:17][c:18]([Cl:21])[cH:19][cH:20]2)[n:14]1)[Br:23].